Dataset: the Open Reaction Database (ORD), a public repository of structured organic reaction records. Task: describe an organic reaction: reactants, conditions, products, and yield Reactants: C(#N)C1=CC=C(C=C1)NN1C=NN=C1 (4-[(4-cyanophenyl)amino]-4H-1,2,4-triazole), FC1=CC=C(CBr)C=C1 (4-fluorobenzyl bromide), C([O-])([O-])=O.[K+].[K+] (potassium carbonate). The solvent is C(C)#N (acetonitrile). Run at time 2 hour. Product: C(#N)C1=CC=C(C=C1)N(CC1=CC=C(C=C1)F)N1C=NN=C1 (4-[N-(4-cyanophenyl)-N-(4-fluorobenzyl)amino]-4H-1,2,4-triazole). As a reaction SMILES: [C:1]([C:3]1[CH:8]=[CH:7][C:6]([NH:9][N:10]2[CH:14]=[N:13][N:12]=[CH:11]2)=[CH:5][CH:4]=1)#[N:2].[F:15][C:16]1[CH:23]=[CH:22][C:19]([CH2:20]Br)=[CH:18][CH:17]=1.C(=O)([O-])[O-].[K+].[K+]>C(#N)C>[C:1]([C:3]1[CH:4]=[CH:5][C:6]([N:9]([N:10]2[CH:11]=[N:12][N:13]=[CH:14]2)[CH2:20][C:19]2[CH:22]=[CH:23][C:16]([F:15])=[CH:17][CH:18]=2)=[CH:7][CH:8]=1)#[N:2] |f:2.3.4|. Procedure: 40 Milliliters of acetonitrile was added to 500 mg of 4-[(4-cyanophenyl)amino]-4H-1,2,4-triazole, 0.42 ml of 4-fluorobenzyl bromide and 746 mg of potassium carbonate and the mixture was stirred for 2 hours at room temperature. The solvent was removed by distillation under reduced pressure, and water was added to the resulting residue, which was then extracted with chloroform. The chloroform layer was dried over anhydrous magnesium sulfate and the solvent was removed by distillation. The residue ...